Task: describe an organic reaction: reactants, conditions, products, and yield. Dataset: the Open Reaction Database (ORD), a public repository of structured organic reaction records The reactants are ClC1=CC=C(C=2C(=C(C(=NC12)C(=C)C)CC1=CC=C(C=C1)N1N=CC=C1)C)O (8-chloro-2-isopropenyl-4-methyl-3-(4-pyrazol-1-ylbenzyl)quinolin-5-ol), C(C)(=O)OCC (ethyl acetate). The reagents and catalysts are [OH-].[Pd+2].[OH-] (palladium hydroxide). Solvent: CO (methanol). Reaction conditions: time 27 hour. Yields the product ClC1=CC=C(C=2C(=C(C(=NC12)C(C)C)CC1=CC=C(C=C1)N1N=CC=C1)C)O (8-chloro-2-isopropyl-4-methyl-3-(4-pyrazol-1-ylbenzyl)quinolin-5-ol). Yield: 80.4%. RXN SMILES: [Cl:1][C:2]1[C:11]2[N:10]=[C:9]([C:12]([CH3:14])=[CH2:13])[C:8]([CH2:15][C:16]3[CH:21]=[CH:20][C:19]([N:22]4[CH:26]=[CH:25][CH:24]=[N:23]4)=[CH:18][CH:17]=3)=[C:7]([CH3:27])[C:6]=2[C:5]([OH:28])=[CH:4][CH:3]=1.C(OCC)(=O)C>[OH-].[Pd+2].[OH-].CO>[Cl:1][C:2]1[C:11]2[N:10]=[C:9]([CH:12]([CH3:13])[CH3:14])[C:8]([CH2:15][C:16]3[CH:21]=[CH:20][C:19]([N:22]4[CH:26]=[CH:25][CH:24]=[N:23]4)=[CH:18][CH:17]=3)=[C:7]([CH3:27])[C:6]=2[C:5]([OH:28])=[CH:4][CH:3]=1 |f:2.3.4|. Procedure: A mixture of 8-chloro-2-isopropenyl-4-methyl-3-(4-pyrazol-1-ylbenzyl)quinolin-5-ol (0.26 g), ethyl acetate (10 mL), methanol (5.0 mL) and palladium hydroxide (0.05 g) was stirred at room temperature for 27 hours under an atmosphere of hydrogen. The mixture was filtered through Celite and the filtrated concentrated under reduced pressure. Purification of the residue by column chromatography on silica gel, eluting with a mixture of cyclohexane and ethyl acetate (1:0 to 0:1 by volume) gave title co... The reactants are COC=1C(=C(C(=O)O)C=CC1)C (3-Methoxy-2-methylbenzoic acid), C=1C=CC2=C(C1)N=NN2O (HOBt), N (ammonia). The solvent is C(Cl)Cl (CH2Cl2), CN(C)C=O (DMF). Run at time 20 minute. Product: COC=1C(=C(C(=O)N)C=CC1)C (3-Methoxy-2-methylbenzamide). The yield is 58.5%. Reaction SMILES: [CH3:1][O:2][C:3]1[C:4]([CH3:12])=[C:5]([CH:9]=[CH:10][CH:11]=1)[C:6](O)=[O:7].C1C=CC2N(O)N=[N:19]C=2C=1.N>C(Cl)Cl.CN(C=O)C>[CH3:1][O:2][C:3]1[C:4]([CH3:12])=[C:5]([CH:9]=[CH:10][CH:11]=1)[C:6]([NH2:19])=[O:7]. Procedure: 3-Methoxy-2-methylbenzoic acid (5.0 g, 30 mmol) in CH2Cl2 (90 ml) and DMF (90 ml) was treated with HOBt (4.06 g, 30 mmol) and WSCDI (5.75 g, 30 mmol) and the resulting mixture stirred at RT for 20 min. After cooling to 0° C. ammonia (2H in EtOH, 30 ml, 60 mmol) was added and the mixture stirred for a further 2 h. The mixture was filtered, the solvent was removed from the filtrate. The crude material was taken up in CH2Cl2 and washed with water and brine and dried (Na2SO4), which gave a white sol... Starting materials: C(C)OP(OCC)OCC (Triethylphosphite), CN1C(=O)NC(=O)C1 (1-methylhydantoin), C(C)(=O)O (acetic acid), BrBr (Bromine). The solvent is C(C)OCC (diethyl ether). Conditions: temperature 90 celsius, time 8 hour. The product is C(C)OP(OCC)(=O)C1N(C(NC1=O)=O)C ((3-Methyl-2,5-dioxo-imidazolidin-4-yl)-phosphonic acid diethyl ester). As a reaction SMILES: [CH3:1][N:2]1[CH2:8][C:6](=[O:7])[NH:5][C:3]1=[O:4].C(O)(=O)C.BrBr.[CH2:15]([O:17][P:18]([O:22]CC)[O:19][CH2:20][CH3:21])[CH3:16]>C(OCC)C>[CH2:15]([O:17][P:18]([CH:8]1[C:6](=[O:7])[NH:5][C:3](=[O:4])[N:2]1[CH3:1])(=[O:22])[O:19][CH2:20][CH3:21])[CH3:16]. Reported procedure: A mixture of 1-methylhydantoin (20.25 g, 180 mmole) and acetic acid (100 ml) is heated to 90° C. Bromine (10 ml, 195 mmole) is introduced dropwise at such a rate that instant decolorization occurred. After the addition is completed, the reaction mixture is stirred at 90° C. for 60 minute and at room temperature overnight. The acetic acid is decanted from white precipitate and removed in vacuo. The residue is combined with the precipitate and suspended in diethylether (200 ml). Triethylphosphite ... Reactants: C(C1=CC=CC=C1)Cl (benzyl chloride), OCCNCCO (bis(2-hydroxyethyl)amine), C1(=CC=CC=C1)C (toluene), S(=O)(Cl)Cl (thionyl chloride), OCCN(CCO)CC1=CC=CC=C1 (N,N-bis(2-hydroxyethyl)benzylamine), C1(=CC=CC=C1)C (toluene). Product: ClCCN(CCCl)CC1=CC=CC=C1 (N,N-bis(2-chloroethyl)benzylamine). Yield: 70.0%. RXN SMILES: [CH2:1]([Cl:8])[C:2]1C=CC=CC=1.O[CH2:10][CH2:11][NH:12]CCO.S(Cl)([Cl:18])=O.OCCN(CC1C=CC=CC=1)CCO.[C:34]1([CH3:40])[CH:39]=[CH:38][CH:37]=[CH:36][CH:35]=1>>[Cl:18][CH2:10][CH2:11][N:12]([CH2:40][C:34]1[CH:39]=[CH:38][CH:37]=[CH:36][CH:35]=1)[CH2:2][CH2:1][Cl:8]. Procedure details: Heretofore, 1-benzyl-4-cyano-4-phenylpiperidine hydrochloride was produced commercially by first refluxing benzyl chloride in toluene with bis(2-hydroxyethyl)amine at about 105° C. to 115° C. for no less than 24 hour preferably 48 hours, and then in a second step adding thionyl chloride to the resulting N,N-bis(2-hydroxyethyl)benzylamine in toluene, quenching the reaction mixture with water followed by addition of aqueous sodium hydroxide solution, separating the toluene layer and azeotroping it... Starting materials: C(C)(=N)N (acetamidine), [N+](=O)([O-])C1=CC=C(C=CS(=O)(=O)Cl)C=C1 (4-nitrostyrylsulfonyl chloride). Product: [N+](=O)([O-])C1=CC=C(C=CS(=O)(=O)NC(C)=N)C=C1 (N-(4-NITROSTYRYLSULFONYL)ACETAMIDINE). Reaction SMILES: [C:1]([NH2:4])(=[NH:3])[CH3:2].[N+:5]([C:8]1[CH:19]=[CH:18][C:11]([CH:12]=[CH:13][S:14](Cl)(=[O:16])=[O:15])=[CH:10][CH:9]=1)([O-:7])=[O:6]>>[N+:5]([C:8]1[CH:9]=[CH:10][C:11]([CH:12]=[CH:13][S:14]([NH:3][C:1](=[NH:4])[CH3:2])(=[O:16])=[O:15])=[CH:18][CH:19]=1)([O-:7])=[O:6]. Reported procedure: Reaction of acetamidine with 4-nitrostyrylsulfonyl chloride according to the above procedure provides N-(4-NITROSTYRYLSULFONYL)ACETAMIDINE, m.p. 203.0°-203.5° C. (dec.)(corr.), crystallized from acetonitrile. The reactants are CN(CCNC(=O)N1CCN(CC1)C1=CC=C(C=C1)F)C (N-[2-(Dimethylamino)ethyl]-4-(4-fluorophenyl)-1-piperazinecarboxamide), C(=O)(N1C=NC=C1)N1C=NC=C1 (1,1'-carbonyldiimidazole), CN(C)CCN (unsym-dimethylethylenediamine), ClC1=CC=C(C=C1)N1CCNCC1 (1-(4-chlorophenyl)piperazine). Solvent: O1CCCC1 (tetrahydrofuran). The product is ClC1=CC=C(C=C1)N1CCN(CC1)C(=O)NCCN(C)C (4-(4-Chlorophenyl)-N-[2-(dimethylamino)ethyl]-1-piperazinecarboxamide). Yield: 66.0%. As a reaction SMILES: [CH3:1][N:2]([CH3:21])[CH2:3][CH2:4][NH:5][C:6]([N:8]1[CH2:13][CH2:12][N:11]([C:14]2[CH:19]=[CH:18][C:17](F)=[CH:16][CH:15]=2)[CH2:10][CH2:9]1)=[O:7].C(N1C=CN=C1)(N1C=CN=C1)=O.CN(CCN)C.[Cl:40]C1C=CC(N2CCNCC2)=CC=1>O1CCCC1>[Cl:40][C:17]1[CH:18]=[CH:19][C:14]([N:11]2[CH2:12][CH2:13][N:8]([C:6]([NH:5][CH2:4][CH2:3][N:2]([CH3:21])[CH3:1])=[O:7])[CH2:9][CH2:10]2)=[CH:15][CH:16]=1. Procedure: This compound was prepared according to the procedure used to synthesize the compound of Example 11. A mixture of 4.9 g (0.03 mole) of 1,1'-carbonyldiimidazole, 2.6 g (0.03 mole) of unsym-dimethylethylenediamine, and 5.9 g (0.03 mole) of 1-(4-chlorophenyl)piperazine in a total of 200 ml of tetrahydrofuran gave an oil which solidified when triturated with petroleum ether (30°-60° C.). The collected solid was recrystallized from 2-propanol-isopropyl ether to yield 6.1 g (66%) of the title compound... Reactants: 7.5, CC(C)(OC(=O)N1CCNCC1)C (1-(1,1-dimethylethoxycarbonyl)piperazine), C(C=C)(=O)N (acrylamide). Reagents/catalysts: C(C)(=O)O (acetic acid). Solvent: C(Cl)(Cl)Cl (chloroform). Yields the product NC(CCN1CCN(CC1)C(=O)OC(C)(C)C)=O (1-(3-amino-3-oxopropyl)-4-(1,1-dimethylethoxycarbonyl)piperazine). As a reaction SMILES: [CH3:1][C:2]([CH3:13])([O:4][C:5]([N:7]1[CH2:12][CH2:11][NH:10][CH2:9][CH2:8]1)=[O:6])[CH3:3].[C:14]([NH2:18])(=[O:17])[CH:15]=[CH2:16]>C(O)(=O)C.C(Cl)(Cl)Cl>[NH2:18][C:14](=[O:17])[CH2:15][CH2:16][N:10]1[CH2:9][CH2:8][N:7]([C:5]([O:4][C:2]([CH3:13])([CH3:1])[CH3:3])=[O:6])[CH2:12][CH2:11]1. Procedure: A molten mixture of 7.5 (0.04 mole) of 1-(1,1-dimethylethoxycarbonyl)piperazine, 2.9 g (0.04 mole) of acrylamide and 3 drops of acetic acid was stirred and heated at 65° for 18 hours. The mixture which had solidified during the heating period was dissolved in 100 ml of chloroform and washed with dilute aqueous sodium hydroxide solution. The dried (MgSO4) CHCl3 solution was filtered and evaporated in vacuo to yield a white solid. Recrystallization from toluene-hexane returned 8.0 g (78%) of produ...